From a dataset of the Open Reaction Database (ORD), a public repository of structured organic reaction records. describe an organic reaction: reactants, conditions, products, and yield Starting materials: C1(=CC=CC=C1)C(C1=CC=CC=C1)(C1=CC=CC=C1)N[C@H]1[C@@H](CCC1)O (trans-2-triphenylmethylaminocyclopentanol), O1C(=NC2=C1C=CC=C2)C2=CC=C(CBr)C=C2 (4-(benzoxazol-2-yl)benzyl bromide), [I-].[K+] (potassium iodide). Solvent: C1CCOC1 (THF), CN(C)C=O (DMF). Conditions: time 1 hour. The product is C1(=CC=CC=C1)C(C1=CC=CC=C1)(C1=CC=CC=C1)N[C@H]1[C@@H](CCC1)OCC1=CC=C(C=C1)C=1OC2=C(N1)C=CC=C2 (trans-2-triphenylmethylamino-[4-(benzoxazol-2-yl)benzyloxy]cyclopentane). As a reaction SMILES: [C:1]1([C:7]([NH:20][C@@H:21]2[CH2:25][CH2:24][CH2:23][C@H:22]2[OH:26])([C:14]2[CH:19]=[CH:18][CH:17]=[CH:16][CH:15]=2)[C:8]2[CH:13]=[CH:12][CH:11]=[CH:10][CH:9]=2)[CH:6]=[CH:5][CH:4]=[CH:3][CH:2]=1.[O:27]1[C:31]2[CH:32]=[CH:33][CH:34]=[CH:35][C:30]=2[N:29]=[C:28]1[C:36]1[CH:43]=[CH:42][C:39]([CH2:40]Br)=[CH:38][CH:37]=1.[I-].[K+]>C1COCC1.CN(C=O)C>[C:1]1([C:7]([NH:20][C@@H:21]2[CH2:25][CH2:24][CH2:23][C@H:22]2[O:26][CH2:40][C:39]2[CH:42]=[CH:43][C:36]([C:28]3[O:27][C:31]4[CH:32]=[CH:33][CH:34]=[CH:35][C:30]=4[N:29]=3)=[CH:37][CH:38]=2)([C:8]2[CH:13]=[CH:12][CH:11]=[CH:10][CH:9]=2)[C:14]2[CH:15]=[CH:16][CH:17]=[CH:18][CH:19]=2)[CH:6]=[CH:5][CH:4]=[CH:3][CH:2]=1 |f:2.3|. Reported procedure: To a mixture of trans-2-triphenylmethylaminocyclopentanol (4.76 g; 13.85 mmol), is added Nail (60%; 0.83 g; 20.78 mmol) in 100 ml THF and 20 ml DMF. This mixture is stirred for 1 hr. and then 4-(benzoxazol-2-yl)benzyl bromide (3.99 g; 13.85 mmol) is added followed by potassium iodide (pinch). The reaction mixture is stirred for 72 hrs., quenched with water, concentrated in vacuo and flash chromatographed using 9:1; hexane:EtOAc to obtain trans-2-triphenylmethylamino-[4-(benzoxazol-2-yl)benzyloxy... The reactants are C(CCC)[Li] (n-butyl lithium), C(O)([O-])=O.[Na+] (sodium hydrogencarbonate), [Cl-].[NH4+] (ammonium chloride), CS(=O)CSC (methyl methylsulfinyl-methyl sulfide), C(OCC)([O-])[O-] (ethyl orthoformate), S(O)(O)(=O)=O (sulfuric acid), C(C)OC(C(C(=O)OCC)=CC1=CC(=C(C=C1)OC)OC)=O (3,4-dimethoxybenzylidenemalonic acid diethyl ester), crude product. Run in CCCCCC (hexane), O1CCCC1 (tetrahydrofuran), O1CCCC1 (tetrahydrofuran), C(C)O (ethanol). Reaction conditions: temperature -78 celsius, time 30 minute. Yields the product C(C)OC(C(C(C(OCC)OCC)C1=CC(=C(C=C1)OC)OC)C(=O)OCC)=O (3-(3,4-dimethoxyphenyl)-4,4-diethoxy-2-ethoxycarbonylbutyric acid ethyl ester). Isolated yield 79.5%. Reaction SMILES: CS(CSC)=O.C([Li])C[CH2:9][CH3:10].[CH2:12]([O:14][C:15](=[O:33])[C:16](=[CH:22][C:23]1[CH:28]=[CH:27][C:26]([O:29][CH3:30])=[C:25]([O:31][CH3:32])[CH:24]=1)[C:17]([O:19][CH2:20][CH3:21])=[O:18])[CH3:13].[Cl-].[NH4+].[CH:36]([O-])([O-:40])[O:37][CH2:38][CH3:39].S(=O)(=O)(O)O.C(=O)([O-])O.[Na+]>O1CCCC1.C(O)C.CCCCCC>[CH2:20]([O:19][C:17](=[O:18])[CH:16]([C:15]([O:14][CH2:12][CH3:13])=[O:33])[CH:22]([C:23]1[CH:28]=[CH:27][C:26]([O:29][CH3:30])=[C:25]([O:31][CH3:32])[CH:24]=1)[CH:36]([O:40][CH2:9][CH3:10])[O:37][CH2:38][CH3:39])[CH3:21] |f:3.4,7.8|. Procedure: 24 ml of dried tetrahydrofuran solution of 2.34 g (18.81 mM) of methyl methylsulfinyl-methyl sulfide was cooled to 0° C. A hexane solution of n-butyl lithium (18.81 mM) was added dropwise to the solution and was stirred for around 30 minutes at the same temperature. The solution was cooled to −78° C., and solution of 5.00 g (15.47 mM) 3,4-dimethoxybenzylidenemalonic acid diethyl ester in 2 ml of dried tetrahydrofuran was added. The solution thus obtained was heated gradually to room temperature,... Starting materials: O.O.O.[F-].C(CCC)[N+](CCCC)(CCCC)CCCC (tetrabutylammonium fluoride trihydrate), Br[C@@H]1CCOC2=C([C@H]1O)C=C(C=C2)S(=O)C2=CC=CC=C2 (trans-4-bromo-5-hydroxy-7-phenylsulfinyl-2,3,4,5-tetrahydro-1-benzoxepin), C[Si](OC1=NC=CC=C1)(C)C (2-trimethylsilyloxypyridine). Run at temperature 60 celsius, time 5 hour. Yields the product O=C1N(C=CC=C1)[C@H]1[C@@H](CCOC2=C1C=C(C=C2)S(=O)C2=CC=CC=C2)O (Trans-5-(1,2-dihydro-2-oxo-pyrid-1-yl)-7-phenylsulfinyl-2,3,4,5-tetrahydro-1-benzoxepin-4 -ol). RXN SMILES: [OH2:1].O.O.[F-].C([N+](CCCC)(CCCC)CCCC)CCC.Br[C@H:23]1[C@H:29](O)[C:28]2[CH:31]=[C:32]([S:35]([C:37]3[CH:42]=[CH:41][CH:40]=[CH:39][CH:38]=3)=[O:36])[CH:33]=[CH:34][C:27]=2[O:26][CH2:25][CH2:24]1.C[Si](C)(C)[O:45][C:46]1[CH:51]=[CH:50][CH:49]=[CH:48][N:47]=1>>[O:45]=[C:46]1[CH:51]=[CH:50][CH:49]=[CH:48][N:47]1[C@@H:29]1[C:28]2[CH:31]=[C:32]([S:35]([C:37]3[CH:42]=[CH:41][CH:40]=[CH:39][CH:38]=3)=[O:36])[CH:33]=[CH:34][C:27]=2[O:26][CH2:25][CH2:24][C@H:23]1[OH:1] |f:0.1.2.3.4|. Procedure details: 8.60 g (27.3 mmol) of tetrabutylammonium fluoride trihydrate are added to a mixture of 4.00 g (10.9 mmol) of trans-4-bromo-5-hydroxy-7-phenylsulfinyl-2,3,4,5-tetrahydro-1-benzoxepin and 6.40 g (38.3 mmol) of 2-trimethylsilyloxypyridine, and a mixture is subsequently stirred at 60° C. for 5 hours. The cooled syrupy liquid is poured onto ice-water and extracted several times with ethyl acetate. The combined ethyl acetate extracts are washed with water and saturated sodium chloride solution, dried ... Reactants: OC=1N=C2C(N1)=CC=CC=C2 (2-Hydroxy-cycloheptimidazole). The reagents and catalysts are [Pt]=O (platinum oxide). Run in CO (methanol), [H][H] (hydrogen). The product is OC1=NC2=C(N1)CCCCC2 (1,4,5,6,7,8-hexahydro-2-hydroxy-cycloheptimidazole). Isolated yield 87.6%. Reaction SMILES: [OH:1][C:2]1[N:3]=[C:4]2[CH:11]=[CH:10][CH:9]=[CH:8][CH:7]=[C:5]2[N:6]=1>CO.[H][H].[Pt]=O>[OH:1][C:2]1[NH:3][C:4]2[CH2:11][CH2:10][CH2:9][CH2:8][CH2:7][C:5]=2[N:6]=1. Reported procedure: A solution of 2-Hydroxy-cycloheptimidazole (16.0 g) in methanol was stirred vigorously with platinum oxide (0.2 g) in the hydrogen stream. An off-white suspended solution obtained after 16 hrs, was refluxed and filtered. The insoluble material was extracted again with hot methanol (200 ml) and filtered. The combined filtrate was concentrated in reduced pressure. Obtained yellow powder was washed with ethanol (50 ml) and filtered. 14.6 g of the desired compound was obtained. m.p. 272 ° C./dec. Starting materials: C#C[Si](C)(C)C, [Cu]I, Ic1ccc(OC2CN3CCC2CC3)cc1, CN(C)C=O, c1ccc(P(c2ccccc2)(c2ccccc2)[Pd](P(c2ccccc2)(c2ccccc2)c2ccccc2)(P(c2ccccc2)(c2ccccc2)c2ccccc2)P(c2ccccc2)(c2ccccc2)c2ccccc2)cc1. The product is C#Cc1ccc(OC2CN3CCC2CC3)cc1. As a reaction SMILES: [CH3:17][Si:18]([CH3:19])([CH3:20])[C:21]#[CH:22].[Cu:105][I:106].[I:1][c:2]1[cH:3][cH:4][c:5]([O:6][CH:7]2[CH2:8][N:9]3[CH2:10][CH2:11][CH:12]2[CH2:13][CH2:14]3)[cH:15][cH:16]1.[O:23]=[CH:24][N:25]([CH3:26])[CH3:27].[cH:28]1[cH:29][cH:30][c:31]([P:32]([Pd:33]([P:34]([c:35]2[cH:36][cH:37][cH:38][cH:39][cH:40]2)([c:41]2[cH:42][cH:43][cH:44][cH:45][cH:46]2)[c:47]2[cH:48][cH:49][cH:50][cH:51][cH:52]2)([P:53]([c:54]2[cH:55][cH:56][cH:57][cH:58][cH:59]2)([c:60]2[cH:61][cH:62][cH:63][cH:64][cH:65]2)[c:66]2[cH:67][cH:68][cH:69][cH:70][cH:71]2)[P:72]([c:73]2[cH:74][cH:75][cH:76][cH:77][cH:78]2)([c:79]2[cH:80][cH:81][cH:82][cH:83][cH:84]2)[c:85]2[cH:86][cH:87][cH:88][cH:89][cH:90]2)([c:91]2[cH:92][cH:93][cH:94][cH:95][cH:96]2)[c:97]2[cH:98][cH:99][cH:100][cH:101][cH:102]2)[cH:103][cH:104]1>>[c:2]1([C:21]#[CH:22])[cH:3][cH:4][c:5]([O:6][CH:7]2[CH2:8][N:9]3[CH2:10][CH2:11][CH:12]2[CH2:13][CH2:14]3)[cH:15][cH:16]1. The reactants are Cc1ccc(N2C(=O)OC(=O)C2C(C)C)cc1, C#CCN1CC(=O)N(CO)C1=O. Yields the product C#CCN1CC(=O)N(COC(=O)C(Nc2ccc(C)cc2)C(C)C)C1=O. Reaction SMILES: [CH3:1][c:2]1[cH:3][cH:4][c:5]([N:8]2[C:9](=[O:17])[O:10][C:11](=[O:16])[CH:12]2[CH:13]([CH3:14])[CH3:15])[cH:6][cH:7]1.[O:18]=[C:19]1[N:20]([CH2:27][C:28]#[CH:29])[CH2:21][C:22](=[O:26])[N:23]1[CH2:24][OH:25]>>[CH3:1][c:2]1[cH:3][cH:4][c:5]([NH:8][CH:12]([C:11]([O:10][CH2:9][N:23]2[C:19](=[O:18])[N:20]([CH2:27][C:28]#[CH:29])[CH2:21][C:22]2=[O:26])=[O:16])[CH:13]([CH3:14])[CH3:15])[cH:6][cH:7]1.